From a dataset of the Open Reaction Database (ORD), a public repository of structured organic reaction records. describe an organic reaction: reactants, conditions, products, and yield The reactants are C(C)OC(=O)C1=CNC2=C1N=CN=C2Cl (4-chloro-5H-pyrrolo[3,2-d]pyrimidine-7-carboxylic acid ethyl ester), C1(CC1)COC1=C(C=CC(=C1)OC)B1OC(C(O1)(C)C)(C)C (2-(2-cyclopropylmethoxy-4-methoxy-phenyl)-4,4,5,5-tetramethyl-[1,3,2]dioxaborolane). Product: C(C)OC(=O)C1=CNC2=C1N=CN=C2C2=C(C=C(C=C2)OC)OCC2CC2 (4-(2-Cyclopropylmethoxy-4-methoxy-phenyl)-5H-pyrrolo[3,2-d]pyrimidine-7-carboxylic acid ethyl ester). As a reaction SMILES: [CH2:1]([O:3][C:4]([C:6]1[C:10]2[N:11]=[CH:12][N:13]=[C:14](Cl)[C:9]=2[NH:8][CH:7]=1)=[O:5])[CH3:2].[CH:16]1([CH2:19][O:20][C:21]2[CH:26]=[C:25]([O:27][CH3:28])[CH:24]=[CH:23][C:22]=2B2OC(C)(C)C(C)(C)O2)[CH2:18][CH2:17]1>>[CH2:1]([O:3][C:4]([C:6]1[C:10]2[N:11]=[CH:12][N:13]=[C:14]([C:22]3[CH:23]=[CH:24][C:25]([O:27][CH3:28])=[CH:26][C:21]=3[O:20][CH2:19][CH:16]3[CH2:18][CH2:17]3)[C:9]=2[NH:8][CH:7]=1)=[O:5])[CH3:2]. Reported procedure: Starting from 4-chloro-5H-pyrrolo[3,2-d]pyrimidine-7-carboxylic acid ethyl ester and 2-(2-cyclopropylmethoxy-4-methoxy-phenyl)-4,4,5,5-tetramethyl-[1,3,2]dioxaborolane (example A36) the title compound is obtained as colorless solid. The reactants are BrC1=CC=CC2=C1C(N(CC=1N2C=NC1C1=NOC(=N1)CCl)C)=O (7-bromo-3-(5-chloromethyl-1,2,4-oxadiazol-3-yl)-5-methyl-5,6-dihydro-4H-imidazo[1,5-a][1,4]-benzodiazepin-6-one), C(CC)NCCC (dipropylamine). Solvent: CN(C=O)C (N,N-dimethylformamide). Yields the product BrC1=CC=CC2=C1C(N(CC=1N2C=NC1C1=NOC(=N1)CN(CCC)CCC)C)=O (7-bromo-3-(5-dipropylaminomethyl-1,2,4-oxadiazol-3-yl)-5-methyl-5,6-dihydro-4H-imidazo[1,5-a][1,4]benzodiazepin-6-one). Yield: 68.0%. As a reaction SMILES: [Br:1][C:2]1[C:7]2[C:8](=[O:24])[N:9]([CH3:23])[CH2:10][C:11]3[N:12]([CH:13]=[N:14][C:15]=3[C:16]3[N:20]=[C:19]([CH2:21]Cl)[O:18][N:17]=3)[C:6]=2[CH:5]=[CH:4][CH:3]=1.[CH2:25]([NH:28][CH2:29][CH2:30][CH3:31])[CH2:26][CH3:27]>CN(C)C=O>[Br:1][C:2]1[C:7]2[C:8](=[O:24])[N:9]([CH3:23])[CH2:10][C:11]3[N:12]([CH:13]=[N:14][C:15]=3[C:16]3[N:20]=[C:19]([CH2:21][N:28]([CH2:29][CH2:30][CH3:31])[CH2:25][CH2:26][CH3:27])[O:18][N:17]=3)[C:6]=2[CH:5]=[CH:4][CH:3]=1. Reported procedure: 2.04 g (5 mmol) of 7-bromo-3-(5-chloromethyl-1,2,4-oxadiazol-3-yl)-5-methyl-5,6-dihydro-4H-imidazo[1,5-a][1,4]-benzodiazepin-6-one were stirred at room temperature for 4 hours with 1.5 g (15 mmol) of dipropylamine and 15 ml of N,N-dimethylformamide. By evaporation of the reaction mixture and chromatography of the residue on silica gel while eluting with ethyl acetate there were obtained 1.61 g (68%) of 7-bromo-3-(5-dipropylaminomethyl-1,2,4-oxadiazol-3-yl)-5-methyl-5,6-dihydro-4H-imidazo[1,5-a][... Solvent: C(Cl)Cl (CH2Cl2), C(Cl)Cl (CH2Cl2). Procedure details: A solution of 2.06 g (6.5 mmol) of α-(4-fluorophenyl)-N-[(4-fluorophenyl)methyl]-4-piperidinemethanamine and 3.1 g (54.4 mmol) of methyl isocyanate in 300 mL of CH2Cl2 was stirred at room temperature for 18 h. The solvent was removed in vacuo to give a white solid. The solid was recrystallized from methylene chloride/ether to give 2.65 g (94.8%) of a white, crystalline solid containing 0.15 mole of CH2Cl2, mp 120°-162° C. Reactants: FC1=CC=C(C=C1)C(NCC1=CC=C(C=C1)F)C1CCNCC1 (α-(4-fluorophenyl)-N-[(4-fluorophenyl)methyl]-4-piperidinemethanamine), CN=C=O (methyl isocyanate). RXN SMILES: [F:1][C:2]1[CH:7]=[CH:6][C:5]([CH:8]([CH:18]2[CH2:23][CH2:22][NH:21][CH2:20][CH2:19]2)[NH:9][CH2:10][C:11]2[CH:16]=[CH:15][C:14]([F:17])=[CH:13][CH:12]=2)=[CH:4][CH:3]=1.[CH3:24][N:25]=[C:26]=[O:27]>C(Cl)Cl>[F:17][C:14]1[CH:15]=[CH:16][C:11]([CH2:10][N:9]([CH:8]([C:5]2[CH:6]=[CH:7][C:2]([F:1])=[CH:3][CH:4]=2)[CH:18]2[CH2:23][CH2:22][N:21]([C:26]([NH:25][CH3:24])=[O:27])[CH2:20][CH2:19]2)[C:26]([NH:25][CH3:24])=[O:27])=[CH:12][CH:13]=1. The product is FC1=CC=C(C=C1)CN(C(=O)NC)C(C1CCN(CC1)C(=O)NC)C1=CC=C(C=C1)F (N-[(4-Fluorophenyl)methyl]-N-[(4-fluorophenyl)[1-[(methylamino)carbonyl]-4-piperidinyl]methyl]-N'-methylurea).